From a dataset of the Open Reaction Database (ORD), a public repository of structured organic reaction records. describe an organic reaction: reactants, conditions, products, and yield The reactants are aldehyde, 2s, C(C=C)C1=CC2=C(OCC(CO2)=O)C=C1 (7-allylbenzo[b][1,4]dioxepin-3-one), ( 38 ), ( 13 ), ( 16 ), CC(CCC1=CC2=C(OCC(CO2)=O)C=C1)C (7-(3-methylbutyl)benzo[b][1,4]dioxepin-3-one), ( 100 ), ( 7 ), 2t, 2d, C(CCCCC)C1=CC2=C(OCC(CO2)=O)C=C1 (7-Hexylbenzo[b][1,4]dioxepin-3-one). The product is CC(CCCC1=CC2=C(OCC(CO2)=O)C=C1)C (7-(4-methylpentyl)benzo[b][1,4]dioxepin-3-on). Reaction SMILES: [CH2:1]([C:7]1[CH:18]=[CH:17][C:10]2[O:11][CH2:12][C:13](=[O:16])[CH2:14][O:15][C:9]=2[CH:8]=1)[CH2:2][CH2:3][CH2:4][CH2:5]C.[CH2:19](C1C=CC2OCC(=O)COC=2C=1)C=C.CC(C)CCC1C=CC2OCC(=O)COC=2C=1>>[CH3:19][CH:4]([CH3:5])[CH2:3][CH2:2][CH2:1][C:7]1[CH:18]=[CH:17][C:10]2[O:11][CH2:12][C:13](=[O:16])[CH2:14][O:15][C:9]=2[CH:8]=1. Procedure details: Odor: Marine, floral-aldehyde odor. -IR (film): ν=1502/1418/1466/1580 cm−1 (ν C═C, Ar), 1265/1304/1201 cm−1 (ν ring), 1050 cm−1 (ν C—O—C), 1741 cm−1 (ν C═O). -1H-NMR (CDCl3): δ=0.88 (2d, J=6.4 Hz, 6H, 4′-Me2), 1.18-1.24 (m, 2H, 3′-H2), 1.53-1.61 (m, 4H, 2′-H2, 4′-H), 2.50 (t, J=7.8 Hz, 2H, 1′-H2), 4.69 (d, J=8.0 Hz, 4H, 2-,4-H2), 6.78 (dd, J=8.0, 4.0 Hz, 1H, 8-H), 6.82 (d, J=4.0 Hz, 1H, 6-H), 6.90 (d, J=8.0 Hz, 1H, 9-H). -13C-NMR (CDCl3): δ=22.44 (2q, 4′-Me2), 27.74 (d, C-4′), 29.07 (t, C-2′), 3... Starting materials: C(=O)(OCC)C=1OC2=C(C(C1)=O)C=CC(=C2)O (2-carboethoxy-7- hydroxy-4-oxo-4H-1-benzopyran), CC1=NC2=CC=CC=C2C=C1 (methylquinoline), C([O-])([O-])=O.[K+].[K+] (potassium carbonate). Solvent: CN(C=O)C (dimethylformamide), CC(=O)C (acetone). Product: O=C1C=COC2=C1C=CC=C2 (4-oxo-4H-1-benzopyran). As a reaction SMILES: C([C:6]1[O:7][C:8]2[CH:16]=[C:15](O)[CH:14]=[CH:13][C:9]=2[C:10](=[O:12])[CH:11]=1)(OCC)=O.CC1C=CC2C(=CC=CC=2)N=1.C(=O)([O-])[O-].[K+].[K+]>CN(C)C=O.CC(C)=O>[O:12]=[C:10]1[C:9]2[CH:13]=[CH:14][CH:15]=[CH:16][C:8]=2[O:7][CH:6]=[CH:11]1 |f:2.3.4|. Reported procedure: A mixture of 1.5g (6.41 mmoles) of 2-carboethoxy-7- hydroxy-4-oxo-4H-1-benzopyran, 1.82g (6.41 mmoles) of 2-3-chloromethylphenoxy)methylquinoline and 0.886 g of potassium carbonate in 12 ml of dimethylformamide and 96 ml of acetone is refluxed for 2 days, cooled, concentrated in vacuo and the residue taken up in water and is extracted into ethyl acetate. The solution is concentrated and the crude product is recrystallized from ethyl acetate to give 0.585g of 2-carboethoxy-7-(3-quinolin-2-ylmetho... Starting materials: C1CCOC1, CNCCO, O=[N+]([O-])c1cc(S(=O)(=O)Cl)sc1Cl, O. The product is CN(CCO)S(=O)(=O)c1cc([N+](=O)[O-])c(Cl)s1. Reaction SMILES: [CH2:19]1[O:20][CH2:21][CH2:22][CH2:23]1.[CH3:1][NH:2][CH2:3][CH2:4][OH:5].[Cl:6][c:7]1[c:8]([N+:16](=[O:17])[O-:18])[cH:9][c:10]([S:12](=[O:13])(=[O:14])[Cl:15])[s:11]1.[OH2:24]>>[CH3:1][N:2]([CH2:3][CH2:4][OH:5])[S:12]([c:10]1[cH:9][c:8]([N+:16](=[O:17])[O-:18])[c:7]([Cl:6])[s:11]1)(=[O:13])=[O:14]. Reactants: CC=1NC2=CC=C(C=C2C1C1=CC=NC=C1)O (2-methyl-3-(4-pyridyl)-1H-indole-5-ol), C(C)OC(C(C)(C)Br)=O (2-bromo-2-methyl-propanoic acid ethylester). The product is C(C)OC(C(C)(OC=1C=C2C(=C(NC2=CC1)C)C1=CC=NC=C1)C)=O (2-Methyl-2-[2-methyl-3-(4-pyridyl)-1H-indole-5-yloxy]-propanoic acid ethylester). RXN SMILES: [CH3:1][C:2]1[NH:3][C:4]2[C:9]([C:10]=1[C:11]1[CH:16]=[CH:15][N:14]=[CH:13][CH:12]=1)=[CH:8][C:7]([OH:17])=[CH:6][CH:5]=2.[CH2:18]([O:20][C:21](=[O:26])[C:22](Br)([CH3:24])[CH3:23])[CH3:19]>>[CH2:18]([O:20][C:21](=[O:26])[C:22]([CH3:24])([O:17][C:7]1[CH:8]=[C:9]2[C:4](=[CH:5][CH:6]=1)[NH:3][C:2]([CH3:1])=[C:10]2[C:11]1[CH:16]=[CH:15][N:14]=[CH:13][CH:12]=1)[CH3:23])[CH3:19]. Procedure details: The above compound was prepared from 2-methyl-3-(4-pyridyl)-1H-indole-5-ol and 2-bromo-2-methyl-propanoic acid ethylester using a procedure analogous to that of Example 10. Starting materials: CC(C)(C)[O-].[Na+] (NaOtBu), CC=1N=C(N2N=C(N=CC21)N)C2=CC(=CC=C2)C(F)(F)F (5-methyl-7-[3-(trifluoromethyl)phenyl]imidazo[5,1-f][1,2,4]triazin-2-amine), C(C)(C)(C)P(C1=C(C=CC=C1)C1=CC=CC=C1)C(C)(C)C (2-(Di-t-butylphosphino)biphenyl), CC=1N=C(N2N=C(N=CC21)N)C2=CC(=CC=C2)C(F)(F)F (5-methyl-7-[3-(trifluoromethyl)phenyl]imidazo[5,1-f][1,2,4]triazin-2-amine), BrC1=C(C=CC(=C1)OC)OC (2-bromo-1,4-dimethoxybenzene). The reagents and catalysts are C=1C=CC(=CC1)/C=C/C(=O)/C=C/C2=CC=CC=C2.C=1C=CC(=CC1)/C=C/C(=O)/C=C/C2=CC=CC=C2.C=1C=CC(=CC1)/C=C/C(=O)/C=C/C2=CC=CC=C2.[Pd].[Pd] (Pd2(dba)3). The solvent is O1CCOCC1 (1,4-dioxane). The product is COC1=C(C=C(C=C1)OC)NC1=NN2C(C=N1)=C(N=C2C2=CC(=CC=C2)C(F)(F)F)C (N-(2,5-dimethoxyphenyl)-5-methyl-7-[3-(trifluoromethyl)phenyl]imidazo[5,1-f][1,2,4]triazin-2-amine). Isolated yield 51.8%. RXN SMILES: [CH3:1][C:2]1[N:3]=[C:4]([C:12]2[CH:17]=[CH:16][CH:15]=[C:14]([C:18]([F:21])([F:20])[F:19])[CH:13]=2)[N:5]2[C:10]=1[CH:9]=[N:8][C:7]([NH2:11])=[N:6]2.Br[C:23]1[CH:28]=[C:27]([O:29][CH3:30])[CH:26]=[CH:25][C:24]=1[O:31][CH3:32].C(P(C(C)(C)C)C1C=CC=CC=1C1C=CC=CC=1)(C)(C)C.CC([O-])(C)C.[Na+]>O1CCOCC1.C1C=CC(/C=C/C(/C=C/C2C=CC=CC=2)=O)=CC=1.C1C=CC(/C=C/C(/C=C/C2C=CC=CC=2)=O)=CC=1.C1C=CC(/C=C/C(/C=C/C2C=CC=CC=2)=O)=CC=1.[Pd].[Pd]>[CH3:30][O:29][C:27]1[CH:28]=[CH:23][C:24]([O:31][CH3:32])=[CH:25][C:26]=1[NH:11][C:7]1[N:8]=[CH:9][C:10]2=[C:2]([CH3:1])[N:3]=[C:4]([C:12]3[CH:17]=[CH:16][CH:15]=[C:14]([C:18]([F:21])([F:19])[F:20])[CH:13]=3)[N:5]2[N:6]=1 |f:3.4,6.7.8.9.10|. Procedure: In a similar manner as described for Example 41, 5-methyl-7-[3-(trifluoromethyl)phenyl]imidazo[5,1-f][1,2,4]triazin-2-amine (Intermediate 45) (0.025 g, 0.09 mmol), 2-bromo-1,4-dimethoxybenzene (0.019 g, 0.09 mmol), Pd2(dba)3 (0.008 g, 0.01 mmol), 2-(Di-t-butylphosphino)biphenyl (0.008 g, 0.03 mmol), and NaOtBu (0.011 g, 0.11 mmol) in 1,4-dioxane (1 mL) gave N-(2,5-dimethoxyphenyl)-5-methyl-7-[3-(trifluoromethyl)phenyl]imidazo[5,1-f][1,2,4]triazin-2-amine (0.020 g) as a yellow solid. 1H NMR (CDCl...